Dataset: the Open Reaction Database (ORD), a public repository of structured organic reaction records. Task: describe an organic reaction: reactants, conditions, products, and yield Reactants: [Cl-].[Al+3].[Cl-].[Cl-] (aluminum chloride), Cl (HCl), C1(=CC=CC=C1)SC (Thioanisole), O=C(CCC(OC)=O)Cl (1,4-dioxo-4-methoxybutyl chloride). The solvent is ClC(C)Cl (dichloroethane), ClCCl (Dichloromethane). Reaction conditions: temperature 0 celsius, time 2 hour. Yields the product CSC1=CC=C(C=C1)C(CCC(=O)OC)=O (Methyl 4-(methylthio)-gamma-oxo-benzenebutanoate). Reaction SMILES: [C:1]1([S:7][CH3:8])[CH:6]=[CH:5][CH:4]=[CH:3][CH:2]=1.[O:9]=[C:10](Cl)[CH2:11][CH2:12][C:13](=[O:16])[O:14][CH3:15].[Cl-].[Al+3].[Cl-].[Cl-].Cl>ClC(Cl)C.ClCCl>[CH3:8][S:7][C:1]1[CH:6]=[CH:5][C:4]([C:10](=[O:9])[CH2:11][CH2:12][C:13]([O:14][CH3:15])=[O:16])=[CH:3][CH:2]=1 |f:2.3.4.5|. Reported procedure: Thioanisole (12.4 g) and 1,4-dioxo-4-methoxybutyl chloride (16.5 g) in dichloroethane (100 ml) were cooled to 0° C. and aluminum chloride (16 g) was added, followed by another equivalent (16 g) and the reaction mixture was stirred at 0° C. for 2 hours. Ice was added, followed by 1N HCl. Dichloromethane (100 ml) was then added and the organic layer was separated, washed with water and then brine and dried with Na2SO4. Removal of the solvents yielded the title compound as an oil. The reactants are FC(F)c1cc(-c2ccc(C(F)(F)F)nc2)nc(-c2cccc(Br)c2)n1, CC(C)(C)NS(=O)(=O)c1ccc(B2OC(C)(C)C(C)(C)O2)s1. Yields the product CC(C)(C)NS(=O)(=O)c1ccc(-c2cccc(-c3nc(-c4ccc(C(F)(F)F)nc4)cc(C(F)F)n3)c2)s1. As a reaction SMILES: [Br:1][c:2]1[cH:3][c:4](-[c:8]2[n:9][c:10](-[c:17]3[cH:18][n:19][c:20]([C:23]([F:24])([F:25])[F:26])[cH:21][cH:22]3)[cH:11][c:12]([CH:14]([F:15])[F:16])[n:13]2)[cH:5][cH:6][cH:7]1.[C:27]([CH3:28])([CH3:29])([CH3:30])[NH:31][S:32](=[O:33])(=[O:34])[c:35]1[s:36][c:37]([B:40]2[O:41][C:42]([CH3:43])([CH3:44])[C:45]([CH3:46])([CH3:47])[O:48]2)[cH:38][cH:39]1>>[c:2]1(-[c:37]2[s:36][c:35]([S:32]([NH:31][C:27]([CH3:28])([CH3:29])[CH3:30])(=[O:33])=[O:34])[cH:39][cH:38]2)[cH:3][c:4](-[c:8]2[n:9][c:10](-[c:17]3[cH:18][n:19][c:20]([C:23]([F:24])([F:25])[F:26])[cH:21][cH:22]3)[cH:11][c:12]([CH:14]([F:15])[F:16])[n:13]2)[cH:5][cH:6][cH:7]1. Reactants: CN1N=C(C(=C1)C(=O)O)C (1,3-dimethyl-1H-pyrazole-4-carboxylic acid), NC=1C=C(OC=2C=CC=3N(C2)N=C(N3)NC(=O)C3CC3)C=CC1 (N-[6-(3-aminophenoxy)[1,2,4]triazolo[1,5-a]pyridin-2-yl]cyclopropanecarboxamide), O1CCCC1 (tetrahydrofuran), C(C(=O)Cl)(=O)Cl (oxalyl chloride). The reagents and catalysts are CN(C=O)C (N,N-dimethylformamide). Solvent: CN(C(C)=O)C (N,N-dimethylacetamide). The product is C1(CC1)C(=O)NC1=NN2C(C=CC(=C2)OC=2C=C(C=CC2)NC(=O)C=2C(=NN(C2)C)C)=N1 (N-[3-({2-[(cyclopropylcarbonyl)amino][1,2,4]triazolo[1,5-a]pyridin-6-yl}oxy)phenyl]-1,3-dimethyl-1H-pyrazole-4-carboxamide). Isolated yield 77.9%. RXN SMILES: [CH3:1][N:2]1[CH:6]=[C:5]([C:7](O)=[O:8])[C:4]([CH3:10])=[N:3]1.O1CCCC1.C(Cl)(=O)C(Cl)=O.[NH2:22][C:23]1[CH:24]=[C:25]([CH:42]=[CH:43][CH:44]=1)[O:26][C:27]1[CH:28]=[CH:29][C:30]2[N:31]([N:33]=[C:34]([NH:36][C:37]([CH:39]3[CH2:41][CH2:40]3)=[O:38])[N:35]=2)[CH:32]=1>CN(C)C=O.CN(C)C(=O)C>[CH:39]1([C:37]([NH:36][C:34]2[N:35]=[C:30]3[CH:29]=[CH:28][C:27]([O:26][C:25]4[CH:24]=[C:23]([NH:22][C:7]([C:5]5[C:4]([CH3:10])=[N:3][N:2]([CH3:1])[CH:6]=5)=[O:8])[CH:44]=[CH:43][CH:42]=4)=[CH:32][N:31]3[N:33]=2)=[O:38])[CH2:40][CH2:41]1. Procedure: In the same manner as in Example 18-4 and using 1,3-dimethyl-1H-pyrazole-4-carboxylic acid (269 mg, 1.92 mmol), tetrahydrofuran (7 mL), oxalyl chloride (169 μL, 1.94 mmol), N-[6-(3-aminophenoxy)[1,2,4]triazolo[1,5-a]pyridin-2-yl]cyclopropanecarboxamide (200 mg, 0.646 mmol), N,N-dimethylformamide (1 drop) and N,N-dimethylacetamide (3 mL) as starting materials, the title compound (217 mg, 78%) was obtained as a white solid. The reactants are [Al+3], COc1cccc(CC(=O)Nc2ccccc2)c1, [H-], [H-], [H-], [H-], [Li+], C1CCOC1. Product: COc1cccc(CCNc2ccccc2)c1. Reaction SMILES: [Al+3:20].[CH3:1][O:2][c:3]1[cH:4][c:5]([CH2:9][C:10](=[O:11])[NH:12][c:13]2[cH:14][cH:15][cH:16][cH:17][cH:18]2)[cH:6][cH:7][cH:8]1.[H-:19].[H-:22].[H-:23].[H-:24].[Li+:21].[O:25]1[CH2:26][CH2:27][CH2:28][CH2:29]1>>[CH3:1][O:2][c:3]1[cH:4][c:5]([CH2:9][CH2:10][NH:12][c:13]2[cH:14][cH:15][cH:16][cH:17][cH:18]2)[cH:6][cH:7][cH:8]1. Reactants: C1CCOC1, O=[Pt]=O, NC(=O)c1cc([N+](=O)[O-])ccc1-c1cc2ccccc2s1. Product: NC(=O)c1cc(N)ccc1-c1cc2ccccc2s1. RXN SMILES: [CH2:25]1[O:26][CH2:27][CH2:28][CH2:29]1.[Pt:22](=[O:23])=[O:24].[s:1]1[c:2](-[c:10]2[c:11]([C:12](=[O:13])[NH2:14])[cH:15][c:16]([N+:19]([O-:20])=[O:21])[cH:17][cH:18]2)[cH:3][c:4]2[c:5]1[cH:6][cH:7][cH:8][cH:9]2>>[s:1]1[c:2](-[c:10]2[c:11]([C:12](=[O:13])[NH2:14])[cH:15][c:16]([NH2:19])[cH:17][cH:18]2)[cH:3][c:4]2[c:5]1[cH:6][cH:7][cH:8][cH:9]2. Starting materials: COC1=C(OCCNC(CC2=CC(=C(C=C2)OC)SC)C)C=CC=C1 (4-{2-[2-(2-methoxyphenoxy)ethylamino]-2-methylethyl}-2-(methylthio)anisole), CO (methanol), aqueous solution, [Na] (sodium). Run in mixture, O (water). The product is COC1=C(OCCNC(CC2=CC(=C(C=C2)OC)S(=O)C)C)C=CC=C1 (4-{2-[2-(2-methoxyphenoxy)ethylamino]-2-methylethyl}-2-(methylsulfinyl)anisole). As a reaction SMILES: [CH3:1][O:2][C:3]1[CH:25]=[CH:24][CH:23]=[CH:22][C:4]=1[O:5][CH2:6][CH2:7][NH:8][CH:9]([CH3:21])[CH2:10][C:11]1[CH:16]=[CH:15][C:14]([O:17][CH3:18])=[C:13]([S:19][CH3:20])[CH:12]=1.[Na].C[OH:28]>O>[CH3:1][O:2][C:3]1[CH:25]=[CH:24][CH:23]=[CH:22][C:4]=1[O:5][CH2:6][CH2:7][NH:8][CH:9]([CH3:21])[CH2:10][C:11]1[CH:16]=[CH:15][C:14]([O:17][CH3:18])=[C:13]([S:19]([CH3:20])=[O:28])[CH:12]=1 |^1:25|. Reported procedure: In 100 ml of a mixture of methanol and water (5:1) was dissolved 1.8 g of 4-{2-[2-(2-methoxyphenoxy)ethylamino]-2-methylethyl}-2-(methylthio)anisole and after adding dropwise thereto 10.5 ml of an aqueous solution of 0.5M sodium metaperoiodate at 0° C., the mixture was stirred overnight at 4° C. The crystals formed were removed by filtratation and the filtrate was concentrated under reduced pressure and the residue formed was purified by a silica gel column chromatography (eluate: a mixture of c... Starting materials: C(CCCCCCCCCCC)(=O)OCCl (chloromethyl n-dodecanoate), CN1C=NC=C1 (1-methylimidazole), [K+].[Br-] (KBr). Solvent: CCOCC (ether). Product: [Cl-].C(CCCCCCCCCCC)(=O)OC[N+]1=CN(C=C1)C (1-n-Dodecanoyloxymethyl-3-Methylimidazolium Chloride). As a reaction SMILES: [C:1]([O:14][CH2:15][Cl:16])(=[O:13])[CH2:2][CH2:3][CH2:4][CH2:5][CH2:6][CH2:7][CH2:8][CH2:9][CH2:10][CH2:11][CH3:12].[CH3:17][N:18]1[CH:22]=[CH:21][N:20]=[CH:19]1.[K+].[Br-]>CCOCC>[Cl-:16].[C:1]([O:14][CH2:15][N+:20]1[CH:21]=[CH:22][N:18]([CH3:17])[CH:19]=1)(=[O:13])[CH2:2][CH2:3][CH2:4][CH2:5][CH2:6][CH2:7][CH2:8][CH2:9][CH2:10][CH2:11][CH3:12] |f:2.3,5.6|. Reported procedure: A mixture of 2.49 g (0.01 mol) chloromethyl n-dodecanoate and 0.82 g (0.01 mol) 1-methylimidazole were mixed and heated together at 90° for 3 hrs. On cooling to room temperature, anhydrous ether was added to the mixture and the mixture was triturated in anhydrous ether overnite. The solid was isolated by filtration under a nitrogen atmosphere and thoroughly washed with anhydrous ether. After drying in vacuo over calcium sulfate at room temperature, 2.4 g (0.007 mol), 70%, 10 was obtained as a wh... Reported procedure: The title compound was prepared (115 mg, 85%) from 6-chloro-5-methyl-N-(piperidin-4-yl)thieno[2,3-d]pyrimidin-4-amine (95 mg, 0.336 mmol) and 1-(chloromethyl)-2-methoxybenzene (58 mg, 0.37 mmol) by following the general procedure described for Preparation 0.12. 1H NMR (400 MHz, CDCl3): δ 8.40 (s, 1H), 7.35 (m, 1H), 7.25 (m, 1H), 6.95 (m, 1H), 6.85 (d, 1H), 5.35 (d, 1H), 4.25 (m, 1H), 3.85 (s, 3H), 3.60 (s, 2H), 2.90 (m, 2H), 2.50 (s, 3H), 2.35 (m, 2H), 2.10 (m, 2H), 1.40 (m, 2H). MS (ESI) m/z: C... Starting materials: ClC1=C(C2=C(N=CN=C2NC2CCNCC2)S1)C (6-chloro-5-methyl-N-(piperidin-4-yl)thieno[2,3-d]pyrimidin-4-amine), ClCC1=C(C=CC=C1)OC (1-(chloromethyl)-2-methoxybenzene). The product is COC1=C(CN2CCC(CC2)NC=2C3=C(N=CN2)SC(=C3C)Cl)C=CC=C1 (N-(1-(2-Methoxybenzyl)piperidin-4-yl)-6-chloro-5-methylthieno[2,3-d]pyrimidin-4-amine). As a reaction SMILES: [Cl:1][C:2]1[S:17][C:5]2[N:6]=[CH:7][N:8]=[C:9]([NH:10][CH:11]3[CH2:16][CH2:15][NH:14][CH2:13][CH2:12]3)[C:4]=2[C:3]=1[CH3:18].Cl[CH2:20][C:21]1[CH:26]=[CH:25][CH:24]=[CH:23][C:22]=1[O:27][CH3:28]>>[CH3:28][O:27][C:22]1[CH:23]=[CH:24][CH:25]=[CH:26][C:21]=1[CH2:20][N:14]1[CH2:13][CH2:12][CH:11]([NH:10][C:9]2[C:4]3[C:3]([CH3:18])=[C:2]([Cl:1])[S:17][C:5]=3[N:6]=[CH:7][N:8]=2)[CH2:16][CH2:15]1.